This data is from the Open Reaction Database (ORD), a public repository of structured organic reaction records. The task is: describe an organic reaction: reactants, conditions, products, and yield Starting materials: OC1CCC2(CCN(C2=O)C2=CC=C(C=C2)O[C@H](C(F)(F)F)C)CC1 (8-hydroxy-2-[4-((S)-2,2,2-trifluoro-1-methyl-ethoxy)-phenyl]-2-aza-spiro[4.5]decan-1-one), CC1(CCCC(N1[O])(C)C)C (2,2,6,6-tetramethylpiperidine-1-oxyl), [Br-].[K+] (potassium bromide), ice water, C([O-])(O)=O.[Na+] (sodium bicarbonate), Cl[O-].[Na+] (sodiumhypochlorite), Cl[O-].[Na+] (sodiumhypochlorite). The reagents and catalysts are CC1(CCCC(N1[O])(C)C)C (TEMPO). The solvent is C(Cl)Cl (CH2Cl2), O (water). Run at time 1.5 hour. Yields the product FC([C@@H](OC1=CC=C(C=C1)N1C(C2(CC1)CCC(CC2)=O)=O)C)(F)F (2-[4-((S)-2,2,2-trifluoro-1-methyl-ethoxy)-phenyl]-2-aza-spiro[4.5]decane-1,8-dione). Isolated yield 95.0%. Reaction SMILES: [OH:1][CH:2]1[CH2:25][CH2:24][C:5]2([C:9](=[O:10])[N:8]([C:11]3[CH:16]=[CH:15][C:14]([O:17][C@@H:18]([CH3:23])[C:19]([F:22])([F:21])[F:20])=[CH:13][CH:12]=3)[CH2:7][CH2:6]2)[CH2:4][CH2:3]1.CC1(C)N([O])C(C)(C)CCC1.[Br-].[K+].Cl[O-].[Na+].C(=O)(O)[O-].[Na+]>C(Cl)Cl.O.CC1(C)N([O])C(C)(C)CCC1>[F:22][C:19]([F:20])([F:21])[C@H:18]([CH3:23])[O:17][C:14]1[CH:15]=[CH:16][C:11]([N:8]2[CH2:7][CH2:6][C:5]3([CH2:4][CH2:3][C:2](=[O:1])[CH2:25][CH2:24]3)[C:9]2=[O:10])=[CH:12][CH:13]=1 |f:2.3,4.5,6.7,^1:29,54|. Reported procedure: To a solution of 8-hydroxy-2-[4-((S)-2,2,2-trifluoro-1-methyl-ethoxy)-phenyl]-2-aza-spiro[4.5]decan-1-one (5.79 g) and 2,2,6,6-tetramethylpiperidine-1-oxyl radical (TEMPO) (506 mg) in CH2Cl2 (85 mL) was added a solution of potassium bromide (482 mg) in water (16 mL). Then, sodiumhypochlorite (13%, 42.5 mL) was added dropwise over a period of 10 minutes, followed by sodium bicarbonate (NaHCO3) (4.08 g). The mixture was stirred for 1.5 hours at RT. TLC showed a remainder of starting material. More...